Dataset: the Open Reaction Database (ORD), a public repository of structured organic reaction records. Task: describe an organic reaction: reactants, conditions, products, and yield Reactants: FC1=C(C=CC=C1)C1(N=C(COCC1)N)C(F)(F)F (5-(2-fluoro-phenyl)-5-trifluoromethyl-2,5,6,7-tetrahydro-[1,4]oxazepin-3-ylamine), [N+](=O)([O-])[O-].[K+] (potassium nitrate), CC(C)(C)OC (TBME). Solvent: S(O)(O)(=O)=O (sulfuric acid). Conditions: time 30 minute. Product: FC1=C(C=C(C=C1)[N+](=O)[O-])C1(N=C(COCC1)N)C(F)(F)F (5-(2-Fluoro-5-nitro-phenyl)-5-trifluoromethyl-2,5,6,7-tetrahydro-[1,4]oxazepin-3-ylamine). Isolated yield 99.2%. RXN SMILES: [F:1][C:2]1[CH:7]=[CH:6][CH:5]=[CH:4][C:3]=1[C:8]1([C:16]([F:19])([F:18])[F:17])[CH2:14][CH2:13][O:12][CH2:11][C:10]([NH2:15])=[N:9]1.[N+:20]([O-])([O-:22])=[O:21].[K+].CC(OC)(C)C>S(=O)(=O)(O)O>[F:1][C:2]1[CH:7]=[CH:6][C:5]([N+:20]([O-:22])=[O:21])=[CH:4][C:3]=1[C:8]1([C:16]([F:19])([F:17])[F:18])[CH2:14][CH2:13][O:12][CH2:11][C:10]([NH2:15])=[N:9]1 |f:1.2|. Reported procedure: To a solution of 5-(2-fluoro-phenyl)-5-trifluoromethyl-2,5,6,7-tetrahydro-[1,4]oxazepin-3-ylamine (1.12 g, 4.05 mmol) in 12 mL concentrated sulfuric acid (95%) was added potassium nitrate (533 mg, 5.27 mmol) in two portions. The reaction mixture was stirred at rt for 30 minutes, it was then poured onto ice water and TBME was added. The layers were separated, washed with water and TBME. The combined aqueous layers were basified with solid Na2CO3 and extracted with EtOAc. The EtOAc layers were dri... Procedure details: Sodium hydride (60% suspension in mineral oil, 350 mg, 8.78 mmol) was added, at 0° C., to a solution of 5-amino-1H-pyrazole-4-carboxylic acid ethyl ester (1.4 g, 8.9 mmol) and 5,6-dihydro-4H-pyran-3-carbaldehyde (0.5 g, 4.5 mmol) in anhydrous N,N-dimethylformamide (10 mL) and the resulting mixture was stirred, at 0° C., for 30 minutes. The reaction mixture was stirred at room temperature overnight and then heated at 50° C. for 2 hours. The resulting mixture was partitioned between water and ethy... Product: C(C)OC(=O)C=1C=NN2C1N=CC(=C2)CCCO (6-(3-hydroxy-propyl)-pyrazolo[1,5-a]pyrimidine-3-carboxylic acid ethyl ester). Reactants: [H-].[Na+] (Sodium hydride), C(C)OC(=O)C=1C=NNC1N (5-amino-1H-pyrazole-4-carboxylic acid ethyl ester), O1C=C(CCC1)C=O (5,6-dihydro-4H-pyran-3-carbaldehyde). Reaction conditions: temperature 0 celsius, time 30 minute. Yield: 21.4%. Run in CN(C=O)C (N,N-dimethylformamide). RXN SMILES: [H-].[Na+].[CH2:3]([O:5][C:6]([C:8]1[CH:9]=[N:10][NH:11][C:12]=1[NH2:13])=[O:7])[CH3:4].[O:14]1[CH2:19][CH2:18][CH2:17][C:16]([CH:20]=O)=[CH:15]1>CN(C)C=O>[CH2:3]([O:5][C:6]([C:8]1[CH:9]=[N:10][N:11]2[CH:20]=[C:16]([CH2:17][CH2:18][CH2:19][OH:14])[CH:15]=[N:13][C:12]=12)=[O:7])[CH3:4] |f:0.1|. The reactants are CCN(CC)CCCS(=O)(=O)N(CC(C)C)NC(=O)C(CC(C)C)C(CC=Cc1ccccc1)C(=O)NOC1CCCCO1, CO, O, Cc1ccc(S(=O)(=O)O)cc1. Product: CCN(CC)CCCS(=O)(=O)N(CC(C)C)NC(=O)C(CC(C)C)C(CC=Cc1ccccc1)C(=O)NO, Cc1ccc(S(=O)(=O)O)cc1. RXN SMILES: [CH2:1]([CH3:2])[N:3]([CH2:4][CH2:5][CH2:6][S:7](=[O:8])(=[O:9])[N:10]([NH:11][C:12]([CH:13]([CH2:14][CH:15]([CH3:16])[CH3:17])[CH:18]([CH2:19][CH:20]=[CH:21][c:22]1[cH:23][cH:24][cH:25][cH:26][cH:27]1)[C:28]([NH:29][O:30][CH:31]1[CH2:32][CH2:33][CH2:34][CH2:35][O:36]1)=[O:37])=[O:38])[CH2:39][CH:40]([CH3:41])[CH3:42])[CH2:43][CH3:44].[CH3:57][OH:58].[OH2:45].[c:46]1([CH3:56])[cH:47][cH:48][c:49]([S:52](=[O:53])(=[O:54])[OH:55])[cH:50][cH:51]1>>[CH2:1]([CH3:2])[N:3]([CH2:4][CH2:5][CH2:6][S:7](=[O:8])(=[O:9])[N:10]([NH:11][C:12]([CH:13]([CH2:14][CH:15]([CH3:16])[CH3:17])[CH:18]([CH2:19][CH:20]=[CH:21][c:22]1[cH:23][cH:24][cH:25][cH:26][cH:27]1)[C:28]([NH:29][OH:30])=[O:37])=[O:38])[CH2:39][CH:40]([CH3:41])[CH3:42])[CH2:43][CH3:44].[c:46]1([CH3:56])[cH:47][cH:48][c:49]([S:52](=[O:53])(=[O:54])[OH:55])[cH:50][cH:51]1. The reactants are C(C)(=O)C=1C=CC(=NC1)N1CCC(CC1)N1C([C@H](CCC1)NC1=C(C=C(C(=C1)F)S(=O)(=O)C)F)=O ((S)-1′-(5-acetylpyridin-2-yl)-3-(2,5-difluoro-4-(methylsulfonyl)phenylamino)-1,4′-bipiperidin-2-one), [BH4-].[Na+] (NaBH4). Run in CO (methanol). Reaction conditions: time 1 hour. Yields the product FC1=C(C=C(C(=C1)S(=O)(=O)C)F)N[C@@H]1C(N(CCC1)C1CCN(CC1)C1=NC=C(C=C1)C(C)O)=O ((3S)-3-(2,5-difluoro-4-(methylsulfonyl)phenylamino)-1′-(5-(1-hydroxyethyl)pyridin-2-yl)-1,4′-bipiperidin-2-one). Isolated yield 76.6%. RXN SMILES: [C:1]([C:4]1[CH:5]=[CH:6][C:7]([N:10]2[CH2:15][CH2:14][CH:13]([N:16]3[CH2:21][CH2:20][CH2:19][C@H:18]([NH:22][C:23]4[CH:28]=[C:27]([F:29])[C:26]([S:30]([CH3:33])(=[O:32])=[O:31])=[CH:25][C:24]=4[F:34])[C:17]3=[O:35])[CH2:12][CH2:11]2)=[N:8][CH:9]=1)(=[O:3])[CH3:2].[BH4-].[Na+]>CO>[F:34][C:24]1[CH:25]=[C:26]([S:30]([CH3:33])(=[O:31])=[O:32])[C:27]([F:29])=[CH:28][C:23]=1[NH:22][C@H:18]1[CH2:19][CH2:20][CH2:21][N:16]([CH:13]2[CH2:14][CH2:15][N:10]([C:7]3[CH:6]=[CH:5][C:4]([CH:1]([OH:3])[CH3:2])=[CH:9][N:8]=3)[CH2:11][CH2:12]2)[C:17]1=[O:35] |f:1.2|. Procedure details: (S)-1′-(5-acetylpyridin-2-yl)-3-(2,5-difluoro-4-(methylsulfonyl)phenylamino)-1,4′-bipiperidin-2-one (0.310 g, 0.612 mmol) was dissolved in methanol (5 mL). NaBH4 (0.0232 g, 0.612 mmol) was added slowly and stirred at ambient temperature for 1 hour. The reaction was concentrated and purified over silica gel (50-100% EtOAc in hexanes) to afford (3S)-3-(2,5-difluoro-4-(methylsulfonyl)phenylamino)-1′-(5-(1-hydroxyethyl)pyridin-2-yl)-1,4′-bipiperidin-2-one (0.265 g, 0.469 mmol, 76.6% yield). Mass spe...